Dataset: the Open Reaction Database (ORD), a public repository of structured organic reaction records. Task: describe an organic reaction: reactants, conditions, products, and yield The reactants are O (water), aqueous solution, [OH-].[Na+] (sodium hydroxide), ClC1=C(C=CC(=C1F)Cl)[N+](=O)[O-] (2,4-dichloro-3-fluoronitrobenzene). The solvent is CS(=O)C (dimethyl sulfoxide). Run at time 20 hour. The product is ClC=1C(=C(C(=CC1)[N+](=O)[O-])O)F (3-chloro-2-fluoro-6-nitrophenol). Yield: 35.5%. Reaction SMILES: Cl[C:2]1[C:7]([F:8])=[C:6]([Cl:9])[CH:5]=[CH:4][C:3]=1[N+:10]([O-:12])=[O:11].[OH-:13].[Na+].O>CS(C)=O>[Cl:9][C:6]1[C:7]([F:8])=[C:2]([OH:13])[C:3]([N+:10]([O-:12])=[O:11])=[CH:4][CH:5]=1 |f:1.2|. Procedure details: 10.5 g (0.05 mol) of 2,4-dichloro-3-fluoronitrobenzene was dissolved in 30 ml of dimethyl sulfoxide, and 8 ml of a 10% aqueous solution of sodium hydroxide was added to the mixture, followed by stirring the mixture at a temperature of 60° to 70° C. for 20 hours. After completion of the reaction, 200 ml of water was added thereto and the unreacted starting material was removed by extraction with diethyl ether. The aqueous layer was made acidic with acetic acid and extracted with diethyl ether. Th... The reactants are N1CCC1 (azetidine), C1(CC1)C1=CC=C(C(=N1)C(=O)NC1=C(C(=O)O)C=CN=C1)NC=1C=NC=NC1 (3-{[6-cyclopropyl-3-(pyrimidin-5-ylamino)-pyridine-2-carbonyl]-amino}-isonicotinic acid). The product is N1(CCC1)C(=O)C1=C(C=NC=C1)NC(=O)C1=NC(=CC=C1NC=1C=NC=NC1)C1CC1 (6-Cyclopropyl-3-(pyrimidin-5-ylamino)-pyridine-2-carboxylic acid [4-(azetidine-1-carbonyl)-pyridin-3-yl]-amide). Isolated yield 60.0%. As a reaction SMILES: [NH:1]1[CH2:4][CH2:3][CH2:2]1.[CH:5]1([C:8]2[N:13]=[C:12]([C:14]([NH:16][C:17]3[CH:25]=[N:24][CH:23]=[CH:22][C:18]=3[C:19](O)=[O:20])=[O:15])[C:11]([NH:26][C:27]3[CH:28]=[N:29][CH:30]=[N:31][CH:32]=3)=[CH:10][CH:9]=2)[CH2:7][CH2:6]1>>[N:1]1([C:19]([C:18]2[CH:22]=[CH:23][N:24]=[CH:25][C:17]=2[NH:16][C:14]([C:12]2[C:11]([NH:26][C:27]3[CH:28]=[N:29][CH:30]=[N:31][CH:32]=3)=[CH:10][CH:9]=[C:8]([CH:5]3[CH2:7][CH2:6]3)[N:13]=2)=[O:15])=[O:20])[CH2:4][CH2:3][CH2:2]1. Reported procedure: According to the general method described in step 3 of example 53, reaction of azetidine with 3-{[6-cyclopropyl-3-(pyrimidin-5-ylamino)-pyridine-2-carbonyl]-amino}-isonicotinic acid provided the title compound (60%) as amorphous yellow solid. Starting materials: C(CCC1=CC=CC=C1)(=O)Cl (hydrocinnamoyl chloride), C(CO)(=O)OCC (ethyl glycolate). Solvent: N1=CC=CC=C1 (pyridine). Yields the product C(CCC1=CC=CC=C1)(=O)OCC(=O)OCC (Carboethoxymethyl hydrocinnamate). As a reaction SMILES: [C:1](Cl)(=[O:10])[CH2:2][CH2:3][C:4]1[CH:9]=[CH:8][CH:7]=[CH:6][CH:5]=1.[C:12]([O:16][CH2:17][CH3:18])(=[O:15])[CH2:13][OH:14]>N1C=CC=CC=1>[C:1]([O:14][CH2:13][C:12]([O:16][CH2:17][CH3:18])=[O:15])(=[O:10])[CH2:2][CH2:3][C:4]1[CH:9]=[CH:8][CH:7]=[CH:6][CH:5]=1. Procedure details: 33.7 g (0.2 mole) of hydrocinnamoyl chloride was added to a stirred solution of 18 g (0.2 mole) of ethyl glycolate in 20 ml of pyridine. The precipitated pyridine hydrochloride was filtered, washed with benzene, and discarded. The benzene solution of carboethoxymethyl hydrocinnamate was water washed, dried over sodium sulfate, and the solvent stripped off using a rotary evaporator. The yield of product was essentially quantitative. Its structure was established by infrared and nuclear magnetic r... RXN SMILES: [CH3:1][C:2]1[CH2:7][C:6]([CH3:9])([CH3:8])[NH:5][C:4]([CH3:11])([CH3:10])N=1.[Br-].[NH4+].CC(C)=[O:16]>O>[CH3:10][C:4]1([CH3:11])[NH:5][C:6]([CH3:9])([CH3:8])[CH2:7][C:2](=[O:16])[CH2:1]1 |f:1.2|. The solvent is O (water). The product is CC1(CC(=O)CC(N1)(C)C)C (triacetonamine). Reported procedure: 5.0 g. of Acetonine and 3.2 g. of ammonium bromide were heated at 44°C. for 15 hours in a mixed solvent comprising acetone and water in various ratios as shown hereinbelow to effect the reaction. After completion of the reaction, the reaction mixture was purified in the same manner as in Example 5 to obtain triacetonamine in a yield as shown hereinbelow. Reactants: [Br-].[NH4+] (ammonium bromide), CC(=O)C (acetone), CC1=NC(NC(C1)(C)C)(C)C (Acetonine). The reactants are Cl.NCCOC1=C(NC(C2=CC(=CC=C12)F)=O)C1=CC=C(C=C1)N1CCCC1 (4-(2-aminoethoxy)-7-fluoro-3-(4-pyrrolidin-1-yl-phenyl)-2H-isoquinolin-1-one hydrochloride), Cl.NCCOC1=C(NC(C2=CC(=CC=C12)F)=O)C1=CC=C(C=C1)N1CCCC1 ((I)), Br.[NH+]1=CC=CC=C1 (pyridinium hydrobromide). The solvent is C1CCOC1 (THF). Reaction conditions: time 1 hour. Yields the product NCCOC1=C(NC(C2=CC(=CC=C12)F)=O)C1=CC(=C(C=C1)N1CCCC1)Br (4-(2-Amino-ethoxy)-3-(3-bromo-4-pyrrolidin-1-yl-phenyl)-7-fluoro-2H-isoquinolin-1-one). Reaction SMILES: Cl.[NH2:2][CH2:3][CH2:4][O:5][C:6]1[C:15]2[C:10](=[CH:11][C:12]([F:16])=[CH:13][CH:14]=2)[C:9](=[O:17])[NH:8][C:7]=1[C:18]1[CH:23]=[CH:22][C:21]([N:24]2[CH2:28][CH2:27][CH2:26][CH2:25]2)=[CH:20][CH:19]=1.[BrH:29].[NH+]1C=CC=CC=1>C1COCC1>[NH2:2][CH2:3][CH2:4][O:5][C:6]1[C:15]2[C:10](=[CH:11][C:12]([F:16])=[CH:13][CH:14]=2)[C:9](=[O:17])[NH:8][C:7]=1[C:18]1[CH:23]=[CH:22][C:21]([N:24]2[CH2:25][CH2:26][CH2:27][CH2:28]2)=[C:20]([Br:29])[CH:19]=1 |f:0.1,2.3|. Reported procedure: To a stirred suspension of 4-(2-aminoethoxy)-7-fluoro-3-(4-pyrrolidin-1-yl-phenyl)-2H-isoquinolin-1-one hydrochloride [(I), cpd. 7, R=R1=R2=H, R3=4-pyrrolidin-1-yl, R4=H](15 mg, 0.037 mmol) in dry THF (0.3 mL), kept at room temperature, pyridinium hydrobromide perbromide (13 mg, 0.04 mmol) were added. The reaction mixture was stirred for 1 hour, the volatiles were then evaporated in vacuo and the resulting crude was purified through preparative HPLC on a Phenomenex Gemini C18 (21×250 mm, 10 μm) ...